This data is from the Open Reaction Database (ORD), a public repository of structured organic reaction records. The task is: describe an organic reaction: reactants, conditions, products, and yield The solvent is CN(C=O)C (dimethylformamide). As a reaction SMILES: [N+:1]([C:4]1[CH:11]=[CH:10][C:7]([CH2:8]Br)=[CH:6][CH:5]=1)([O-:3])=[O:2].[C:12]([NH:15][C:16]1[CH:17]=[CH:18][C:19]2[O:29][C:23]3([CH2:28][CH2:27][NH:26][CH2:25][CH2:24]3)[CH2:22][C:21](=[O:30])[C:20]=2[CH:31]=1)(=[O:14])[CH3:13].C(N(C(C)C)CC)(C)C.CO.C(Cl)(Cl)Cl>CN(C)C=O>[C:12]([NH:15][C:16]1[CH:17]=[CH:18][C:19]2[O:29][C:23]3([CH2:24][CH2:25][N:26]([CH2:8][C:7]4[CH:10]=[CH:11][C:4]([N+:1]([O-:3])=[O:2])=[CH:5][CH:6]=4)[CH2:27][CH2:28]3)[CH2:22][C:21](=[O:30])[C:20]=2[CH:31]=1)(=[O:14])[CH3:13] |f:3.4|. Procedure: A solution of 4-nitrobenzyl bromide (0.73 g, 3.4 mmol), 3,4-dihydro-6-acetamido spiro[(2H)-benzopyran-2,4'-piperidine]-4-one (0.94 g, 3.4 mmol) and diisopropylethylamine (0.61 ml, 3.5 mmol) in dimethylformamide (15 ml) was stirred at room temperature for 3 hr. The reaction mixture was then concentrated under reduced pressure. The residue was diluted with methylene chloride and washed with saturated sodium bicarbonate solution, water and brine. Drying and solvent evaporation gave an oil; flash ch... Yield: 59.6%. Product: C(C)(=O)NC=1C=CC2=C(C(CC3(CCN(CC3)CC3=CC=C(C=C3)[N+](=O)[O-])O2)=O)C1 (3,4-dihydro-6-acetamido-1'-(4-nitrobenzyl)spiro[(2H)-1-benzopyran-2,4'-piperidine]-4-one). Starting materials: [N+](=O)([O-])C1=CC=C(CBr)C=C1 (4-nitrobenzyl bromide), C(C)(=O)NC=1C=CC2=C(C(CC3(CCNCC3)O2)=O)C1 (3,4-dihydro-6-acetamido spiro[(2H)-benzopyran-2,4'-piperidine]-4-one), C(C)(C)N(CC)C(C)C (diisopropylethylamine), CO.C(Cl)(Cl)Cl (methanol chloroform). The reactants are Nc1ccc(C(=O)c2ccc(F)cc2)cn1, [Na+], [OH-], O, O=C(O)C(F)(F)F, O=S(=O)(O)O. The product is Nc1ccc(Cc2ccc(F)cc2)cn1. RXN SMILES: [NH2:1][c:2]1[cH:3][cH:4][c:5]([C:8](=[O:9])[c:10]2[cH:11][cH:12][c:13]([F:16])[cH:14][cH:15]2)[cH:6][n:7]1.[Na+:24].[OH-:23].[OH2:22].[OH:25][C:26]([C:27]([F:28])([F:29])[F:30])=[O:31].[S:17](=[O:18])(=[O:19])([OH:20])[OH:21]>>[NH2:1][c:2]1[cH:3][cH:4][c:5]([CH2:8][c:10]2[cH:11][cH:12][c:13]([F:16])[cH:14][cH:15]2)[cH:6][n:7]1.